From a dataset of the Open Reaction Database (ORD), a public repository of structured organic reaction records. describe an organic reaction: reactants, conditions, products, and yield Starting materials: FC1=CC2=C(N=CC(N2)=O)N=C1 (7-Fluoropyrido[2,3-b]pyrazin-2(1H)-one), O (water), C(=O)([O-])[O-].[K+].[K+] (K2CO3), C(C=C)I (allyl iodide). Run in CN(C)C=O (DMF). Product: FC1=CC2=C(N=CC(N2CC=C)=O)N=C1 (7-Fluoro-1-(2-propen-1-yl)pyrido[2,3-b]pyrazin-2(1H)-one). The yield is 46.5%. As a reaction SMILES: [F:1][C:2]1[CH:12]=[N:11][C:5]2[N:6]=[CH:7][C:8](=[O:10])[NH:9][C:4]=2[CH:3]=1.C([O-])([O-])=O.[K+].[K+].[CH2:19](I)[CH:20]=[CH2:21].O>CN(C=O)C>[F:1][C:2]1[CH:12]=[N:11][C:5]2[N:6]=[CH:7][C:8](=[O:10])[N:9]([CH2:21][CH:20]=[CH2:19])[C:4]=2[CH:3]=1 |f:1.2.3|. Procedure: 7-Fluoropyrido[2,3-b]pyrazin-2(1H)-one (306 mg, 1.855 mmol) was suspended in dry DMF (10 mL) under argon at rt, and the stirred suspension was treated with K2CO3 (845 mg, 6.12 mmol) and allyl iodide (223 μl, 2.41 mmol). It was then stirred for 1 h before addition of water (100 ml). The mixture was then extracted with DCM (2×200 ml) and 5% MeOH/DCM (100 ml). The combined organic extracts were dried over anhydrous magnesium sulphate, filtered and evaporated and purified by column chromatography on... Reactants: O=C(c1ccc(Cl)c(Br)c1)N1CCOCC1, COc1ccc(CN(Cc2ccc(OC)cc2)c2ncc(-c3nc(N4CCOCC4)nc4c3CCN4)cn2)cc1, COc1ccc(CN(Cc2ccc(OC)cc2)c2ncc(-c3nc(N4CCOCC4)nc4c3CCN4c3cc(C(=O)N4CCOCC4)ccc3Cl)cn2)cc1. Yields the product Nc1ncc(-c2nc(N3CCOCC3)nc3c2CCN3c2cc(C(=O)N3CCOCC3)ccc2Cl)cn1. RXN SMILES: [Br:41][c:42]1[cH:43][c:44]([C:45]([N:46]2[CH2:47][CH2:48][O:49][CH2:50][CH2:51]2)=[O:52])[cH:53][cH:54][c:55]1[Cl:56].[CH3:1][O:2][c:3]1[cH:4][cH:5][c:6]([CH2:7][N:8]([CH2:9][c:10]2[cH:11][cH:12][c:13]([O:14][CH3:15])[cH:16][cH:17]2)[c:18]2[n:19][cH:20][c:21](-[c:22]3[c:23]4[c:27]([n:28][c:29]([N:30]5[CH2:31][CH2:32][O:33][CH2:34][CH2:35]5)[n:36]3)[NH:26][CH2:25][CH2:24]4)[cH:37][n:38]2)[cH:39][cH:40]1.[CH3:57][O:58][c:59]1[cH:60][cH:61][c:62]([CH2:63][N:64]([c:65]2[n:66][cH:67][c:68](-[c:71]3[c:72]4[c:73]([n:74][c:75]([N:77]5[CH2:78][CH2:79][O:80][CH2:81][CH2:82]5)[n:76]3)[N:83]([c:86]3[cH:87][c:88]([C:93](=[O:94])[N:95]5[CH2:96][CH2:97][O:98][CH2:99][CH2:100]5)[cH:89][cH:90][c:91]3[Cl:92])[CH2:84][CH2:85]4)[cH:69][n:70]2)[CH2:101][c:102]2[cH:103][cH:104][c:105]([O:106][CH3:107])[cH:108][cH:109]2)[cH:110][cH:111]1>>[NH2:64][c:65]1[n:66][cH:67][c:68](-[c:71]2[c:72]3[c:73]([n:74][c:75]([N:77]4[CH2:78][CH2:79][O:80][CH2:81][CH2:82]4)[n:76]2)[N:83]([c:86]2[cH:87][c:88]([C:93](=[O:94])[N:95]4[CH2:96][CH2:97][O:98][CH2:99][CH2:100]4)[cH:89][cH:90][c:91]2[Cl:92])[CH2:84][CH2:85]3)[cH:69][n:70]1. Reactants: ClC1=CC=C(C=N1)CNCCO (2-{[(6-chloro(3-pyridyl))methyl]amino}ethan-1-ol), ICC(C)C (1-iodo-2-methylpropane), C(C)(C)N(CC)C(C)C (diisopropylethylamine). Solvent: C(C)#N (acetonitrile). The product is ClC1=CC=C(C=N1)CN(CCO)CC(C)C (2-{[(6-chloro(3-pyridyl))methyl](2-methylpropyl)amino}ethan-1-ol). Yield: 80.6%. Reaction SMILES: [Cl:1][C:2]1[N:7]=[CH:6][C:5]([CH2:8][NH:9][CH2:10][CH2:11][OH:12])=[CH:4][CH:3]=1.I[CH2:14][CH:15]([CH3:17])[CH3:16].C(N(C(C)C)CC)(C)C>C(#N)C>[Cl:1][C:2]1[N:7]=[CH:6][C:5]([CH2:8][N:9]([CH2:14][CH:15]([CH3:17])[CH3:16])[CH2:10][CH2:11][OH:12])=[CH:4][CH:3]=1. Procedure details: A stirred mixture of 2.0 grams (0.007 mole) of 2-{[(6-chloro(3-pyridyl))methyl]amino}ethan-1-ol (known compound), 1.29 gram (0.007 mole) of 1-iodo-2-methylpropane and 0.9 gram (0.007 mole) if diisopropylethylamine in 50 mL of acetonitrile was heated at reflux for 16 hours. After this time the reaction mixture was concentrated under reduced pressure to a residue. The residue was purified by column chromatography on silica gel, eluting with a mixture of diethyl ether and hexanes. The appropriate f... Reactants: CCN=C=O, C1CCOC1, CO, CCCOc1oc(=O)c2cc(N)ccc2c1Cl. RXN SMILES: [CH2:18]([CH3:19])[N:20]=[C:21]=[O:22].[CH2:23]1[O:24][CH2:25][CH2:26][CH2:27]1.[CH3:28][OH:29].[NH2:1][c:2]1[cH:3][cH:4][c:5]2[c:6]([Cl:17])[c:7]([O:13][CH2:14][CH2:15][CH3:16])[o:8][c:9](=[O:10])[c:11]2[cH:12]1>>[NH:1]([c:2]1[cH:3][cH:4][c:5]2[c:6]([Cl:17])[c:7]([O:13][CH2:14][CH2:15][CH3:16])[o:8][c:9](=[O:10])[c:11]2[cH:12]1)[C:21]([NH:20][CH2:18][CH3:19])=[O:22]. Product: CCCOc1oc(=O)c2cc(NC(=O)NCC)ccc2c1Cl. Starting materials: F[B-](F)(F)F, CC(=O)C1=C(C)Nc2cc[nH]c(=O)c2C1c1ccc(C#N)cc1C(F)(F)F, CC[O+](CC)CC, CO, ClCCl, O. Yields the product CCOc1nccc2c1C(c1ccc(C#N)cc1C(F)(F)F)C(C(C)=O)=C(C)N2. Reaction SMILES: [B-:31]([F:32])([F:33])([F:34])[F:35].[C:1]([CH3:2])(=[O:3])[C:4]1=[C:5]([CH3:27])[NH:6][c:7]2[cH:8][cH:9][nH:10][c:11](=[O:26])[c:12]2[CH:13]1[c:14]1[c:15]([C:22]([F:23])([F:24])[F:25])[cH:16][c:17]([C:18]#[N:19])[cH:20][cH:21]1.[CH2:36]([CH3:37])[O+:38]([CH2:39][CH3:40])[CH2:41][CH3:42].[CH3:43][OH:44].[Cl:28][CH2:29][Cl:30].[OH2:45]>>[C:1]([CH3:2])(=[O:3])[C:4]1=[C:5]([CH3:27])[NH:6][c:7]2[cH:8][cH:9][n:10][c:11]([O:26][CH2:36][CH3:37])[c:12]2[CH:13]1[c:14]1[c:15]([C:22]([F:23])([F:24])[F:25])[cH:16][c:17]([C:18]#[N:19])[cH:20][cH:21]1. Reactants: O=C([O-])[O-], CS(=O)(=O)Cl, ClC(Cl)Cl, Clc1ccc(NCc2cccnc2)c(Cl)c1, ClCCl, [K+], [K+]. Yields the product CS(=O)(=O)N(Cc1cccnc1)c1ccc(Cl)cc1Cl. Reaction SMILES: [C:22](=[O:23])([O-:24])[O-:25].[CH3:17][S:18]([Cl:19])(=[O:20])=[O:21].[CH:28]([Cl:29])([Cl:30])[Cl:31].[Cl:1][c:2]1[c:3]([NH:9][CH2:10][c:11]2[cH:12][n:13][cH:14][cH:15][cH:16]2)[cH:4][cH:5][c:6]([Cl:8])[cH:7]1.[Cl:32][CH2:33][Cl:34].[K+:26].[K+:27]>>[Cl:1][c:2]1[c:3]([N:9]([CH2:10][c:11]2[cH:12][n:13][cH:14][cH:15][cH:16]2)[S:18]([CH3:17])(=[O:20])=[O:21])[cH:4][cH:5][c:6]([Cl:8])[cH:7]1.